From a dataset of the Open Reaction Database (ORD), a public repository of structured organic reaction records. describe an organic reaction: reactants, conditions, products, and yield The reactants are NC=1SC=C(N1)C(C(=O)NC1[C@@H]2N(C(=CCS2)C(=O)[O-])C1=O)=NOC.[Na+] (sodium 7-[2-(2-aminothiazol-4-yl)-2-methoxyiminoacetamido]-3-cephem-4-carboxylate), C(C)(=O)OC(CCC)Br (1-bromobutyl acetate), [I-].[Na+] (sodium iodide). The product is NC=1SC=C(N1)C(C(=O)NC1[C@@H]2N(C(=CCS2)C(=O)OC(CCC)OC(C)=O)C1=O)=NOC (1-acetoxybutyl 7-[2-(2-aminothiazol-4-yl)-2-methoxyiminoacetamido]-3-cephem-4-carboxylate). As a reaction SMILES: [NH2:1][C:2]1[S:3][CH:4]=[C:5]([C:7](=[N:23][O:24][CH3:25])[C:8]([NH:10][CH:11]2[C:21](=[O:22])[N:13]3[C:14]([C:18]([O-:20])=[O:19])=[CH:15][CH2:16][S:17][C@H:12]23)=[O:9])[N:6]=1.[Na+].[C:27]([O:30][CH:31](Br)[CH2:32][CH2:33][CH3:34])(=[O:29])[CH3:28].[I-].[Na+]>>[NH2:1][C:2]1[S:3][CH:4]=[C:5]([C:7](=[N:23][O:24][CH3:25])[C:8]([NH:10][CH:11]2[C:21](=[O:22])[N:13]3[C:14]([C:18]([O:20][CH:31]([O:30][C:27](=[O:29])[CH3:28])[CH2:32][CH2:33][CH3:34])=[O:19])=[CH:15][CH2:16][S:17][C@H:12]23)=[O:9])[N:6]=1 |f:0.1,3.4|. Procedure details: In the same manner as Example 1, sodium 7-[2-(2-aminothiazol-4-yl)-2-methoxyiminoacetamido]-3-cephem-4-carboxylate (syn-isomer) was reacted with 1-bromobutyl acetate in the presence of sodium iodide to give 1-acetoxybutyl 7-[2-(2-aminothiazol-4-yl)-2-methoxyiminoacetamido]-3-cephem-4-carboxylate (syn-isomer), mp 100°-105° C. (decompn.). The reactants are C1(=CC=CC=C1)B(O)O (phenylboronic acid), B(O)O (boronic acid), [N+](=O)([O-])C=1C=C(C=CC1)B(O)O (meta-nitrophenylboronic acid). The product is [N+](=O)([O-])C1=CC=C(C=C1)B(O)O (para-nitrophenylboronic acid). Yield: 60.0%. Reaction SMILES: [C:1]1([B:7]([OH:9])[OH:8])[CH:6]=[CH:5][CH:4]=[CH:3][CH:2]=1.B(O)O.[N+:13](C1C=C(B(O)O)C=CC=1)([O-:15])=[O:14]>>[N+:13]([C:4]1[CH:5]=[CH:6][C:1]([B:7]([OH:9])[OH:8])=[CH:2][CH:3]=1)([O-:15])=[O:14]. Reported procedure: The literature on this subject describes attempts to introduce the amino group into phenylboronic acid by nitrating the boronic acid and reducing the nitro group introduced. This provides an isomer mixture which, depending on the reaction conditions, consists mainly of ortho- or of meta-nitrophenylboronic acid (in each case 60–70% yield); para-nitrophenylboronic acid could only be obtained as a by-product in very small amounts, but could not be fully characterized. Ortho- and meta-aminophenylbor... Starting materials: C(=O)O (Formic acid), CN(C)CCCN (dimethylaminopropylamine), C1(=CC=CC=C1)C (toluene). Run in O (water), O (water). Product: CN(CCCNC=O)C (N-(3-dimethylaminopropyl)formamide). Isolated yield 59.0%. Reaction SMILES: [CH:1]([OH:3])=O.[CH3:4][N:5]([CH2:7][CH2:8][CH2:9][NH2:10])[CH3:6].C1(C)C=CC=CC=1>O>[CH3:4][N:5]([CH3:6])[CH2:7][CH2:8][CH2:9][NH:10][CH:1]=[O:3]. Reported procedure: Formic acid (23 g., 0.5 mole), dimethylaminopropylamine (51 g., 0.5 mole) and toluene (50 ml) were azeotroped together with continual removal of water using a Dean and Stark separator until no more water was formed. Toluene was distilled off and the pale yellow residue distilled in vacuo. The colourless liquid product of low smell (N-(3-dimethylaminopropyl)formamide) was obtained in a yield of 59% of theory, b.p. 140° C/15 mm Hg. Reactants: C([O-])([O-])=O.[Na+].[Na+] (sodium carbonate), ICl (iodine monochloride), CC1=C(N)C=CC(=C1)N1N=NN=C1 (2-methyl-4-(tetrazol-1-yl)aniline). Run in C(C)(=O)O (acetic acid), C(C)(=O)O (acetic acid). Yields the product NC1=C(C=C(C=C1C)N1N=NN=C1)I (1-(4-amino-3-iodo-5-methylphenyl)tetrazole). Reaction SMILES: [I:1]Cl.[CH3:3][C:4]1[CH:10]=[C:9]([N:11]2[CH:15]=[N:14][N:13]=[N:12]2)[CH:8]=[CH:7][C:5]=1[NH2:6].C(=O)([O-])[O-].[Na+].[Na+]>C(O)(=O)C>[NH2:6][C:5]1[C:4]([CH3:3])=[CH:10][C:9]([N:11]2[CH:15]=[N:14][N:13]=[N:12]2)=[CH:8][C:7]=1[I:1] |f:2.3.4|. Procedure: A solution of iodine monochloride (4.46 g) in acetic acid (30 cm3) was added dropwise to a stirred solution of 2-methyl-4-(tetrazol-1-yl)aniline (4 g) in acetic acid (30 cm3). After 2 hours the mixture was brought to pH 6 by addition of aqueous sodium carbonate solution and extracted with dichloromethane (250 cm3). The organic phase was dried (MgSO4), filtered and evaporated to yield a dark brown solid. This solid was chromatographed on silica (Merck "MK 60.9385" [Trade Mark]) eluting with dichl... Reaction SMILES: S(=O)(=O)(O)O.[O:6]=[C:7]1[CH2:12][CH2:11][C@@H:10]([C:13]([OH:15])=[O:14])[C@H:9]([C:16]2[CH:21]=[CH:20][CH:19]=[CH:18][CH:17]=2)[CH2:8]1.[CH3:22][CH2:23]O>>[O:6]=[C:7]1[CH2:12][CH2:11][C@@H:10]([C:13]([O:15][CH2:22][CH3:23])=[O:14])[C@H:9]([C:16]2[CH:17]=[CH:18][CH:19]=[CH:20][CH:21]=2)[CH2:8]1. The yield is 31.0%. Procedure: Sulfuric acid (0.073 ml, 1.375 mmol) was added to a mixture of (trans)-4-oxo-2-phenylcyclohexanecarboxylic acid (1.5 g, 6.87 mmol) in EtOH (15 ml). The reaction was aged at 77° C. for 14 h. The cooled reaction was quenched with NaOH (1/V) and extracted three times with CH2Cl2. The combined organic layers were dried under reduced pressure and purified via silica gel column chromatography (0-40% EtOAc:Hexanes) to afford ethyl(trans)-4-oxo-2-phenylcyclohexanecarboxylate (526 mg, 31%) as a colorless... The reactants are S(O)(O)(=O)=O (Sulfuric acid), O=C1C[C@H]([C@@H](CC1)C(=O)O)C1=CC=CC=C1 ((trans)-4-oxo-2-phenylcyclohexanecarboxylic acid), CCO (EtOH). Reaction conditions: time 14 hour. The product is O=C1C[C@H]([C@@H](CC1)C(=O)OCC)C1=CC=CC=C1 (ethyl(trans)-4-oxo-2-phenylcyclohexanecarboxylate). Reactants: N(C)CC(=O)O (sarcosine), [OH-].[Na+] (sodium hydroxide), ClNC(=O)CCCCCCCCC (capric N-chloramide), N1C(=O)NC(=O)C1 (hydantoin). Run in C(C)(C)(C)O (tertiary butanol), O (water). The product is CN1C(=O)N(C(=O)C1)CCCCCCCCC (1-methyl-3-n-nonyl hydantoin). The yield is 90.0%. Reaction SMILES: Cl[NH:2][C:3]([CH2:5][CH2:6][CH2:7][CH2:8][CH2:9][CH2:10][CH2:11][CH2:12]C)=O.N(CC(O)=O)[CH3:15].[OH-].[Na+].[NH:22]1[CH2:28][C:26](=[O:27])N[C:23]1=[O:24]>C(O)(C)(C)C.O>[CH3:15][N:22]1[CH2:28][C:26](=[O:27])[N:2]([CH2:3][CH2:5][CH2:6][CH2:7][CH2:8][CH2:9][CH2:10][CH2:11][CH3:12])[C:23]1=[O:24] |f:2.3|. Procedure details: In accordance with the procedure described in Example 6, 41 g (0.2 mol) capric N-chloramide were reacted with sarcosine, sodium hydroxide in a mixture of tertiary butanol and water and then processed. The hydantoin remained in the aqueous solution was an oil, that was extracted with ether. The ether was removed by distillation to yield 43 g (90% yield) 1-methyl-3-n-nonyl hydantoin of the formula ##STR10## having the following analysis: The reactants are C30H34N6O3, C1(=CC=CC=C1)N(C(=O)C1=CC2=C(N(C(=N2)CNC2=C(C=C(C=C2)C#N)CC)C)C=C1)CCC(=O)OCC (1-methyl-2-[N-(4-cyano-2-ethylphenyl)aminomethyl]benzimidazol-5-yl-carboxylic acid-N-phenyl-N-(2-ethoxycarbonylethyl)amide), Cl (hydrochloric acid), C([O-])([O-])=O.[NH4+].[NH4+] (ammonium carbonate). The solvent is C(C)O (ethanol). Product: Cl.C1(=CC=CC=C1)N(C(=O)C1=CC2=C(N(C(=N2)CNC2=C(C=C(C=C2)C(N)=N)CC)C)C=C1)CCC(=O)OCC (1-Methyl-2-[N-(4-amidino-2-ethylphenyl)aminomethyl]benzimidazol-5-yl-carboxylic acid-N-phenyl-N-(2-ethoxycarbonylethyl)amide hydrochloride). The yield is 61.0%. Reaction SMILES: [C:1]1([N:7]([CH2:32][CH2:33][C:34]([O:36][CH2:37][CH3:38])=[O:35])[C:8]([C:10]2[CH:31]=[CH:30][C:13]3[N:14]([CH3:29])[C:15]([CH2:17][NH:18][C:19]4[CH:24]=[CH:23][C:22]([C:25]#[N:26])=[CH:21][C:20]=4[CH2:27][CH3:28])=[N:16][C:12]=3[CH:11]=2)=[O:9])[CH:6]=[CH:5][CH:4]=[CH:3][CH:2]=1.[ClH:39].C(=O)([O-])[O-].[NH4+:44].[NH4+]>C(O)C>[ClH:39].[C:1]1([N:7]([CH2:32][CH2:33][C:34]([O:36][CH2:37][CH3:38])=[O:35])[C:8]([C:10]2[CH:31]=[CH:30][C:13]3[N:14]([CH3:29])[C:15]([CH2:17][NH:18][C:19]4[CH:24]=[CH:23][C:22]([C:25](=[NH:44])[NH2:26])=[CH:21][C:20]=4[CH2:27][CH3:28])=[N:16][C:12]=3[CH:11]=2)=[O:9])[CH:2]=[CH:3][CH:4]=[CH:5][CH:6]=1 |f:2.3.4,6.7|. Procedure details: Prepared analogously to Example 25d from 1-methyl-2-[N-(4-cyano-2-ethylphenyl)aminomethyl]benzimidazol-5-yl-carboxylic acid-N-phenyl-N-(2-ethoxycarbonylethyl)amide, ethanolic hydrochloric acid, ethanol, and ammonium carbonate. Yield: 61% of theory, C30H34N6O3 (526.6); EKA mass spectrum: (M+H)+=527; (M+H+Na)++=275; (M+2H)++=264. Starting materials: ClC1=NC(=NC(=N1)CC1=C(C=CC=C1Cl)Cl)NC1=CC=C(C#N)C=C1 (4-[[4-chloro-6-[(2,6-dichlorophenyl)methyl]-1,3,5-triazin-2-yl]-amino]benzonitrile), C[Si](ON)(C)C (O-(trimethylsilyl)hydroxyl-amine). The solvent is O1CCOCC1 (1,4-dioxane). Conditions: time 20 hour. Yields the product O.Cl.ClC1=C(C(=CC=C1)Cl)CC1=NC(=NC(=N1)NO)NC1=CC=C(C#N)C=C1 (4-[[4-[(2,6-dichlorophenyl)methyl]-6-(hydroxyamino)-1,3,5-triazin-2-yl]amino]benzonitrile monohydrochloride monohydrate). Yield: 52.4%. As a reaction SMILES: [Cl:1][C:2]1[N:7]=[C:6]([CH2:8][C:9]2[C:14]([Cl:15])=[CH:13][CH:12]=[CH:11][C:10]=2[Cl:16])[N:5]=[C:4]([NH:17][C:18]2[CH:25]=[CH:24][C:21]([C:22]#[N:23])=[CH:20][CH:19]=2)[N:3]=1.C[Si](C)(C)[O:28][NH2:29]>O1CCOCC1>[OH2:28].[ClH:1].[Cl:16][C:10]1[CH:11]=[CH:12][CH:13]=[C:14]([Cl:15])[C:9]=1[CH2:8][C:6]1[N:7]=[C:2]([NH:29][OH:28])[N:3]=[C:4]([NH:17][C:18]2[CH:25]=[CH:24][C:21]([C:22]#[N:23])=[CH:20][CH:19]=2)[N:5]=1 |f:3.4.5|. Reported procedure: Intermediate (27) (0.0128 mol), 1,4-dioxane (50 ml), and O-(trimethylsilyl)hydroxyl-amine, (0.134 mol) were combined under argon. The reaction mixture was stirred at RT for 20 hours. The reaction mixture was concentrated and DCM (50 ml), NaOH (1 N; 50 ml), and HCl (1N; 100 ml) were added. The solution was stirred for one hour. The precipitate was filtered off and recrystallized from methanol. The precipitate was filtered off and dried, yielding 2.96 g (59.8%) of 4-[[4-[(2,6-dichlorophenyl)methyl...